This data is from the Open Reaction Database (ORD), a public repository of structured organic reaction records. The task is: describe an organic reaction: reactants, conditions, products, and yield Reactants: C(C1=CC=CC=C1)(=O)C1=C(C=CC(=C1)N1CCN(CC1)C)NC(C(C)(C)C)=O (N-[2-benzoyl-4-(4-methyl-piperazin-1-yl)-phenyl]-2,2-dimethyl-propionamide). The solvent is Cl (hydrochloric acid). The product is NC1=C(C=C(C=C1)N1CCN(CC1)C)C(=O)C1=CC=CC=C1 ([2-Amino-5-(4-methyl-piperazin-1-yl)-phenyl]-phenyl-methanone). As a reaction SMILES: [C:1]([C:9]1[CH:14]=[C:13]([N:15]2[CH2:20][CH2:19][N:18]([CH3:21])[CH2:17][CH2:16]2)[CH:12]=[CH:11][C:10]=1[NH:22]C(=O)C(C)(C)C)(=[O:8])[C:2]1[CH:7]=[CH:6][CH:5]=[CH:4][CH:3]=1>Cl>[NH2:22][C:10]1[CH:11]=[CH:12][C:13]([N:15]2[CH2:16][CH2:17][N:18]([CH3:21])[CH2:19][CH2:20]2)=[CH:14][C:9]=1[C:1]([C:2]1[CH:3]=[CH:4][CH:5]=[CH:6][CH:7]=1)=[O:8]. Procedure details: A solution of 0.3 g (0.8 mmol) of N-[2-benzoyl-4-(4-methyl-piperazin-1-yl)-phenyl]-2,2-dimethyl-propionamide in 10 ml of 3 N aqueous hydrochloric acid was stirred for 20 h at room temperature. The reaction mixture was extracted once with ethyl acetate, the aqueous layer was made alkaline with concentrated sodium hydroxide solution and was extracted four times with dichloromethane. The combined organic layers were dried over magnesium sulfate and evaporated to yield 245 mg (quantitative) of the p... Reactants: C(#N)C1=C(C=C(C=C1)N(CC(=O)O)CC(C)C)C(F)(F)F (N-[4-cyano-3-(trifluoromethyl)phenyl]-N-isobutylglycine), FC1=CC=C(N)C=C1 (4-fluoroaniline). Product: C(#N)C1=C(C=C(C=C1)N(CC(=O)NC1=CC=C(C=C1)F)CC(C)C)C(F)(F)F (N2-[4-Cyano-3-(trifluoromethyl)phenyl]-N1-(4-fluorophenyl)-N2-(2-methylpropyl)glycinamide). RXN SMILES: [C:1]([C:3]1[CH:8]=[CH:7][C:6]([N:9]([CH2:14][CH:15]([CH3:17])[CH3:16])[CH2:10][C:11]([OH:13])=O)=[CH:5][C:4]=1[C:18]([F:21])([F:20])[F:19])#[N:2].[F:22][C:23]1[CH:29]=[CH:28][C:26]([NH2:27])=[CH:25][CH:24]=1>>[C:1]([C:3]1[CH:8]=[CH:7][C:6]([N:9]([CH2:14][CH:15]([CH3:17])[CH3:16])[CH2:10][C:11]([NH:27][C:26]2[CH:28]=[CH:29][C:23]([F:22])=[CH:24][CH:25]=2)=[O:13])=[CH:5][C:4]=1[C:18]([F:21])([F:20])[F:19])#[N:2]. Procedure: Synthesized as described for Example 91C using N-[4-cyano-3-(trifluoromethyl)phenyl]-N-isobutylglycine and 4-fluoroaniline: MS (APCI) m/z 394 (M+1). The reactants are C1(=CC=CC=C1)C(C1=CC=CC=C1)(C1=CC=CC=C1)NC=1SC=C(N1)/C(/C(=O)O)=N/OC(C1=CC(=C(C(=C1)OC(C)=O)OC(C)=O)OC(C)=O)C(=O)OC(C1=CC=CC=C1)C1=CC=CC=C1 (2-(2-triphenylmethylamino-4-thiazolyl)-2-[Z-[diphenylmethyloxycarbonyl (3,4,5-triacetoxyphenyl)methyl]oxyimino]acetic acid), C1(=CC=CC=C1)C(C1=CC=CC=C1)OC(=O)C=1N2C([C@H]([C@H]2SCC1CSC1=CC(=NC=2N1N=C(N2)C(=O)OC(C2=CC=CC=C2)C2=CC=CC=C2)C)N)=O ((6R,7R)-7-amino-3-[(2-diphenylmethyloxycarbonyl- 5-methyl-s-triazolo[1,5-a]- pyrimidin-7-yl)thiomethyl]-8-oxo-5-thia-1-azabicyclo [4.2.0]oct-2-ene-2-carboxylic acid diphenylmethyl ester), ice, C1(CCCCC1)N=C=NC1CCCCC1 (dicyclohexylcarbodiimide). Run in ClCCl (dichloromethane). Conditions: time 8 hour. Yields the product C1(=CC=CC=C1)C(C1=CC=CC=C1)OC(=O)C=1N2C([C@H]([C@H]2SCC1CSC1=CC(=NC=2N1N=C(N2)C(=O)OC(C2=CC=CC=C2)C2=CC=CC=C2)C)NC(\C(=N/OC(C2=CC(=C(C(=C2)OC(C)=O)OC(C)=O)OC(C)=O)C(=O)OC(C2=CC=CC=C2)C2=CC=CC=C2)\C=2N=C(SC2)NC(C2=CC=CC=C2)(C2=CC=CC=C2)C2=CC=CC=C2)=O)=O ((6R,7R)-7-[2-(2-triphenylmethylamino-4-thiazolyl)-2-[Z-[diphenylmethyloxycarbonyl (3,4,5-triacetoxyphenyl)methyl]oxyimino]-acetamido]-3-[(2-diphenylmethyloxycarbonyl-5-methyl-s-triazolo[1,5-a]pyrimidin-7-yl)thiomethyl]-8-oxo-5-thia-1-azabicyclo[4.2.0]oct-2-ene-2-carboxylic acid diphenylmethyl ester). RXN SMILES: [C:1]1([C:7]([NH:20][C:21]2[S:22][CH:23]=[C:24](/[C:26](=[N:30]/[O:31][CH:32]([C:51]([O:53][CH:54]([C:61]3[CH:66]=[CH:65][CH:64]=[CH:63][CH:62]=3)[C:55]3[CH:60]=[CH:59][CH:58]=[CH:57][CH:56]=3)=[O:52])[C:33]3[CH:38]=[C:37]([O:39][C:40](=[O:42])[CH3:41])[C:36]([O:43][C:44](=[O:46])[CH3:45])=[C:35]([O:47][C:48](=[O:50])[CH3:49])[CH:34]=3)/[C:27](O)=[O:28])[N:25]=2)([C:14]2[CH:19]=[CH:18][CH:17]=[CH:16][CH:15]=2)[C:8]2[CH:13]=[CH:12][CH:11]=[CH:10][CH:9]=2)[CH:6]=[CH:5][CH:4]=[CH:3][CH:2]=1.[C:67]1([CH:73]([O:80][C:81]([C:83]2[N:84]3[C@H:87]([S:88][CH2:89][C:90]=2[CH2:91][S:92][C:93]2[N:98]4[N:99]=[C:100]([C:102]([O:104][CH:105]([C:112]5[CH:117]=[CH:116][CH:115]=[CH:114][CH:113]=5)[C:106]5[CH:111]=[CH:110][CH:109]=[CH:108][CH:107]=5)=[O:103])[N:101]=[C:97]4[N:96]=[C:95]([CH3:118])[CH:94]=2)[C@H:86]([NH2:119])[C:85]3=[O:120])=[O:82])[C:74]2[CH:79]=[CH:78][CH:77]=[CH:76][CH:75]=2)[CH:72]=[CH:71][CH:70]=[CH:69][CH:68]=1.C1(N=C=NC2CCCCC2)CCCCC1>ClCCl>[C:67]1([CH:73]([O:80][C:81]([C:83]2[N:84]3[C@H:87]([S:88][CH2:89][C:90]=2[CH2:91][S:92][C:93]2[N:98]4[N:99]=[C:100]([C:102]([O:104][CH:105]([C:112]5[CH:113]=[CH:114][CH:115]=[CH:116][CH:117]=5)[C:106]5[CH:107]=[CH:108][CH:109]=[CH:110][CH:111]=5)=[O:103])[N:101]=[C:97]4[N:96]=[C:95]([CH3:118])[CH:94]=2)[C@H:86]([NH:119][C:27](=[O:28])/[C:26](/[C:24]2[N:25]=[C:21]([NH:20][C:7]([C:8]4[CH:13]=[CH:12][CH:11]=[CH:10][CH:9]=4)([C:14]4[CH:15]=[CH:16][CH:17]=[CH:18][CH:19]=4)[C:1]4[CH:2]=[CH:3][CH:4]=[CH:5][CH:6]=4)[S:22][CH:23]=2)=[N:30]\[O:31][CH:32]([C:51]([O:53][CH:54]([C:61]2[CH:66]=[CH:65][CH:64]=[CH:63][CH:62]=2)[C:55]2[CH:60]=[CH:59][CH:58]=[CH:57][CH:56]=2)=[O:52])[C:33]2[CH:38]=[C:37]([O:39][C:40](=[O:42])[CH3:41])[C:36]([O:43][C:44](=[O:46])[CH3:45])=[C:35]([O:47][C:48](=[O:50])[CH3:49])[CH:34]=2)[C:85]3=[O:120])=[O:82])[C:74]2[CH:75]=[CH:76][CH:77]=[CH:78][CH:79]=2)[CH:72]=[CH:71][CH:70]=[CH:69][CH:68]=1. Procedure: To an ice-cooled solution containing the product obtained in Step 4 (2.2 g) and (6R,7R)-7-amino-3-[(2-diphenylmethyloxycarbonyl- 5-methyl-s-triazolo[1,5-a]- pyrimidin-7-yl)thiomethyl]-8-oxo-5-thia-1-azabicyclo [4.2.0]oct-2-ene-2-carboxylic acid diphenylmethyl ester (1.84 g) in dichloromethane (65 ml) was added dicyclohexylcarbodiimide (0.59 g), and the mixture was stirred overnight at room temperature. The insoluble matters were filtered off, and the filtrate was concentrated under reduced press... Reactants: CC(C)(C)OC(N[C@@H]1[C@@H](N(C1=O)C1=CC=C(C=C1)OC)CO)=O (cis-2-hydroxymethyl-1-(4-methoxyphenyl)-4-oxo-3-azetidinyl-carbamic acid 1,1-dimethylethyl ester), ON1C(C=2C(C1=O)=CC=CC2)=O (N-hydroxyphthalimide), C1(=CC=CC=C1)P(C1=CC=CC=C1)C1=CC=CC=C1 (triphenylphosphine), N(=NC(=O)OCC)C(=O)OCC (diethyl azodicarboxylate). Reaction conditions: time 0.5 hour. The product is CC(C)(C)OC(N[C@@H]1[C@@H](N(C1=O)C1=CC=C(C=C1)OC)CON1C(C2=CC=CC=C2C1=O)=O)=O ([cis-2-[[(1,3-dihydro-1,3-dioxo-2H-isoindol-2-yl)oxy]methyl]-1-(4-methoxyphenyl)-4-oxo-3-azetidinyl]carbamic acid 1,1-dimethylethyl ester). Isolated yield 59.4%. Reaction SMILES: [CH3:1][C:2]([O:5][C:6](=[O:23])[NH:7][C@H:8]1[C:11](=[O:12])[N:10]([C:13]2[CH:18]=[CH:17][C:16]([O:19][CH3:20])=[CH:15][CH:14]=2)[C@H:9]1[CH2:21][OH:22])([CH3:4])[CH3:3].O[N:25]1[C:29](=[O:30])[C:28]2=[CH:31][CH:32]=[CH:33][CH:34]=[C:27]2[C:26]1=[O:35].C1(P(C2C=CC=CC=2)C2C=CC=CC=2)C=CC=CC=1.N(C(OCC)=O)=NC(OCC)=O>>[CH3:4][C:2]([O:5][C:6](=[O:23])[NH:7][C@H:8]1[C:11](=[O:12])[N:10]([C:13]2[CH:18]=[CH:17][C:16]([O:19][CH3:20])=[CH:15][CH:14]=2)[C@H:9]1[CH2:21][O:22][N:25]1[C:29](=[O:30])[C:28]2[C:27](=[CH:34][CH:33]=[CH:32][CH:31]=2)[C:26]1=[O:35])([CH3:1])[CH3:3]. Procedure: To a mixture of cis-2-hydroxymethyl-1-(4-methoxyphenyl)-4-oxo-3-azetidinyl-carbamic acid 1,1-dimethylethyl ester (5.8 g, 18 mmol), N-hydroxyphthalimide (3.0 g, 18 mmole) and triphenylphosphine (5.7 g, 22 mmol) was added diethyl azodicarboxylate (3.7 g, 21 mmol). The reaction was allowed to stir at room temperature for 0.5 hours whereby the solvent was removed in vacuo. The reaction mixture was dissolved in methylene chloride and again the solvent evaporated to remove any residual THF. A solid pr...